Dataset: the Open Reaction Database (ORD), a public repository of structured organic reaction records. Task: describe an organic reaction: reactants, conditions, products, and yield The reactants are C(C)(=O)SCCCC(=O)N1[C@H](C(=O)O)CC(C1)(OC)OC (1-[4-(Acetylthio)-1-oxobutyl]-4,4-dimethoxy-L-proline), N (ammonia). Product: SCCCC(=O)N1[C@H](C(=O)O)CC(C1)(OC)OC (1-(4-mercapto-1-oxobutyl)-4,4-dimethoxy-L-proline). As a reaction SMILES: C([S:4][CH2:5][CH2:6][CH2:7][C:8]([N:10]1[CH2:17][C:16]([O:20][CH3:21])([O:18][CH3:19])[CH2:15][C@H:11]1[C:12]([OH:14])=[O:13])=[O:9])(=O)C.N>>[SH:4][CH2:5][CH2:6][CH2:7][C:8]([N:10]1[CH2:17][C:16]([O:20][CH3:21])([O:18][CH3:19])[CH2:15][C@H:11]1[C:12]([OH:14])=[O:13])=[O:9]. Procedure: The product from part (a) is hydrolyzed with concentrated ammonia according to the procedure of Example 4 to yield 1-(4-mercapto-1-oxobutyl)-4,4-dimethoxy-L-proline. Starting materials: CO, O=[N+]([O-])c1cnc2c(c1)OCC(CO)N2. The product is Nc1cnc2c(c1)OCC(CO)N2. As a reaction SMILES: [CH3:16][OH:17].[N+:1]([O-:2])(=[O:3])[c:4]1[cH:5][c:6]2[c:11]([n:12][cH:13]1)[NH:10][CH:9]([CH2:14][OH:15])[CH2:8][O:7]2>>[NH2:1][c:4]1[cH:5][c:6]2[c:11]([n:12][cH:13]1)[NH:10][CH:9]([CH2:14][OH:15])[CH2:8][O:7]2. Starting materials: oxetane ester, B(F)(F)F.CCOCC (boron trifluoride etherate), oxetane ester, C(CC)C1(COC1)CO (3-n-propyl-3-hydroxymethyloxetane), BrC(CBr)C1=CC=C(C(=O)Cl)C=C1 (4-(1,2-dibromoethyl)benzoyl chloride). Yields the product C(CC)C12COC(OC1)(OC2)C2=CC=C(C=C2)C#C (4-n-propyl-1-(4-ethynylphenyl)-2,6,7-trioxabicyclo[2.2.2]octane), C(CC)C12COC(OC1)(OC2)C2=CC=C(C=C2)C(CBr)Br (4-n-propyl-1-(4-(1,2-dibromoethyl)phenyl)-2,6,7-trioxabicyclo[2.2.2]octane). Reaction SMILES: [CH2:1]([C:4]1([CH2:8][OH:9])[CH2:7][O:6][CH2:5]1)[CH2:2][CH3:3].[Br:10][CH:11]([C:14]1[CH:22]=[CH:21][C:17]([C:18](Cl)=[O:19])=[CH:16][CH:15]=1)[CH2:12][Br:13].B(F)(F)F.CCOCC>>[CH2:1]([C:4]12[CH2:8][O:9][C:18]([C:17]3[CH:21]=[CH:22][C:14]([C:11]#[CH:12])=[CH:15][CH:16]=3)([O:6][CH2:5]1)[O:19][CH2:7]2)[CH2:2][CH3:3].[CH2:1]([C:4]12[CH2:8][O:9][C:18]([C:17]3[CH:21]=[CH:22][C:14]([CH:11]([Br:10])[CH2:12][Br:13])=[CH:15][CH:16]=3)([O:6][CH2:5]1)[O:19][CH2:7]2)[CH2:2][CH3:3] |f:2.3|. Procedure details: The compound 4-n-propyl-1-(4-ethynylphenyl)-2,6,7-trioxabicyclo[2.2.2]octane was synthesized utilizing the method set forth in Procedure 2. Reaction of the 3-n-propyl-3-hydroxymethyloxetane with 4-(1,2-dibromoethyl)benzoyl chloride led to the production of the corresponding oxetane ester which was characterized by NMR (300 MHz, CDCl3): δ 0.95 (3H, t, CH3), 1.35 (2H, m, CH3CH2), 1.75 (2H, m, CH3CH2CH2), 3.95-4.1 (2H, m, CH2Br), 4.45 (2H, s, CH2O), 4.5-4.6 (4H, d of d, CH2OCH2), 5.1 (1H, d of d, A... Reactants: CC1(C)Cc2ccc(Br)cc2C1=O, CC[SiH](CC)CC, O=C(O)C(F)(F)F. Yields the product CC1(C)Cc2ccc(Br)cc2C1. RXN SMILES: [Br:1][c:2]1[cH:3][cH:4][c:5]2[c:9]([cH:10]1)[C:8](=[O:11])[C:7]([CH3:12])([CH3:13])[CH2:6]2.[CH2:14]([SiH:15]([CH2:16][CH3:17])[CH2:18][CH3:19])[CH3:20].[OH:21][C:22]([C:23]([F:24])([F:25])[F:26])=[O:27]>>[Br:1][c:2]1[cH:3][cH:4][c:5]2[c:9]([cH:10]1)[CH2:8][C:7]([CH3:12])([CH3:13])[CH2:6]2. Reactants: solution, C(CCC)[Li] (n-butyllithium), FC(C(=O)NC1=C(C=C(C=C1SC)C)Br)(F)F (N-(trifluoroacetyl)-2-bromo-4-methyl-6-(methylthio)aniline), C(=O)=O (carbon dioxide), C(=O)=O (dry ice). Solvent: CCCCCC (hexane), C(C)OCC (diethyl ether), CCOCC (ether). Conditions: time 2 hour. Yields the product CC=1C=C(C(=C(C(=O)O)C1)NC(C(F)(F)F)=O)SC (5-methyl-3-(methylthio)-2-(trifluoroacetylamino)benzoic acid). Isolated yield 74.4%. Reaction SMILES: [F:1][C:2]([F:17])([F:16])[C:3]([NH:5][C:6]1[C:11]([S:12][CH3:13])=[CH:10][C:9]([CH3:14])=[CH:8][C:7]=1Br)=[O:4].C([Li])CCC.[C:23](=[O:25])=[O:24]>C(OCC)C.CCCCCC>[CH3:14][C:9]1[CH:10]=[C:11]([S:12][CH3:13])[C:6]([NH:5][C:3](=[O:4])[C:2]([F:17])([F:16])[F:1])=[C:7]([CH:8]=1)[C:23]([OH:25])=[O:24]. Procedure: Under an atmosphere of argon, 46.6 g (142 mmol) of N-(trifluoroacetyl)-2-bromo-4-methyl-6-(methylthio)aniline in 750 ml of dry diethyl ether were cooled to a temperature of −65° C. At this temperature, 119 ml of a 2.5M solution (297.5 mmol) of n-butyllithium in hexane were added dropwise. The mixture was subsequently stirred at this temperature for 2 h. The contents were then carefully poured onto a mixture of 62.5 g (1.42 mol) of carbon dioxide (as dry ice ground in a mortar) and 150 ml of dry ... Starting materials: C(C)(C)(C)OC(=O)NCC(=O)O (N-(tert-butoxycarbonyl)-glycine), Cl.NCC(=O)N (glycinamide hydrochloride), C1(CCCCC1)N=C=NC1CCCCC1 (dicyclohexylcarbodiimide). Reagents/catalysts: CN(C1=CC=NC=C1)C (4-dimethylaminopyridine). Run in CN(C)C=O (DMF). Conditions: time 24 hour. Yields the product NCC(=O)NCC(=O)N (Glycylglycinamide). RXN SMILES: C([O:5][C:6]([NH:8][CH2:9][C:10]([OH:12])=O)=O)(C)(C)C.Cl.[NH2:14][CH2:15]C(N)=O.C1([N:25]=C=NC2CCCCC2)CCCCC1>CN(C=O)C.CN(C)C1C=CN=CC=1>[NH2:14][CH2:15][C:6]([NH:8][CH2:9][C:10]([NH2:25])=[O:12])=[O:5] |f:1.2|. Reported procedure: To a solution of 2 g (11.4 mmole) of N-(tert-butoxycarbonyl)-glycine (Boc-glycine) and 1.26 g (22.8 mmole) of glycinamide hydrochloride in 100 mL of DMF at neutral pH, 3.54 g (17.1 mmole) of dicyclohexylcarbodiimide (DCC) was added and 0.28 g (2.3 mmole) of 4-dimethylaminopyridine (DMAP) was added as a catalyst. The reaction mixture was stirred for 24 hours at room temperature, the insoluble materials were filtered and the filtrate was evaporated to dryness in vacuum. Reactants: CC(=O)c1c(C)c(-c2ccncc2)n(COCC[Si](C)(C)C)c1C, CCO, Cl, [Na+], O=C([O-])O. Yields the product CC(=O)c1c(C)[nH]c(-c2ccncc2)c1C. RXN SMILES: [C:1]([CH3:2])(=[O:3])[c:4]1[c:5]([CH3:24])[n:6]([CH2:16][O:17][CH2:18][CH2:19][Si:20]([CH3:21])([CH3:22])[CH3:23])[c:7](-[c:10]2[cH:11][cH:12][n:13][cH:14][cH:15]2)[c:8]1[CH3:9].[CH3:31][CH2:32][OH:33].[ClH:25].[Na+:30].[O-:26][C:27]([OH:28])=[O:29]>>[C:1]([CH3:2])(=[O:3])[c:4]1[c:5]([CH3:24])[nH:6][c:7](-[c:10]2[cH:11][cH:12][n:13][cH:14][cH:15]2)[c:8]1[CH3:9]. The reactants are CCOC(=O)c1ccc(N(CCCCBr)S(=O)(=O)c2ccc(C)cc2)cc1, CCOC(=O)CC#N, CCOC(C)=O, CCO, CC(=O)O, [Na]. The product is CCOC(=O)c1ccc(N(CCCCC(C#N)C(=O)OCC)S(=O)(=O)c2ccc(C)cc2)cc1. RXN SMILES: [Br:10][CH2:11][CH2:12][CH2:13][CH2:14][N:15]([c:16]1[cH:17][cH:18][c:19]([C:20](=[O:21])[O:22][CH2:23][CH3:24])[cH:25][cH:26]1)[S:27](=[O:28])(=[O:29])[c:30]1[cH:31][cH:32][c:33]([CH3:34])[cH:35][cH:36]1.[C:2](#[N:3])[CH2:4][C:5](=[O:6])[O:7][CH2:8][CH3:9].[CH3:37][CH2:38][O:39][C:40](=[O:41])[CH3:42].[CH3:43][CH2:44][OH:45].[CH3:46][C:47](=[O:48])[OH:49].[Na:1]>>[C:2](#[N:3])[CH:4]([C:5](=[O:6])[O:7][CH2:8][CH3:9])[CH2:11][CH2:12][CH2:13][CH2:14][N:15]([c:16]1[cH:17][cH:18][c:19]([C:20](=[O:21])[O:22][CH2:23][CH3:24])[cH:25][cH:26]1)[S:27](=[O:28])(=[O:29])[c:30]1[cH:31][cH:32][c:33]([CH3:34])[cH:35][cH:36]1.